From a dataset of the Open Reaction Database (ORD), a public repository of structured organic reaction records. describe an organic reaction: reactants, conditions, products, and yield Reactants: CC1=C(O[C@H](CO)CC2=CC=CC=C2)C=CC(=C1)C(C(F)(F)F)(C(F)(F)F)OCC1=CC=C(C=C1)OC ((S)-2-{2-methyl-4-[2,2,2-trifluoro-1-(4-methoxy-benzyloxy)-1-trifluoromethyl-ethyl]-phenoxy}-3-phenyl-propan-1-ol), COC(CCC1=CC=C(C=C1)O)=O (3-(4-hydroxy-phenyl)-propionic acid methyl ester), C1(=CC=CC=C1)P(C1=CC=CC=C1)C1=CC=CC=C1 (triphenylphosphine), CCOC(=O)/N=N/C(=O)OCC (DEAD), [NH4+].[Cl-] (NH4Cl). The solvent is C1CCOC1 (THF). Reaction conditions: time 8 hour. Yields the product COC(CCC1=CC=C(C=C1)OC[C@H](CC1=CC=CC=C1)OC1=C(C=C(C=C1)C(C(F)(F)F)(C(F)(F)F)OCC1=CC=C(C=C1)OC)C)=O (3-[4-((S)-2-{2-methyl-4-[2,2,2-trifluoro-1-(4-methoxy-benzyloxy)-1-trifluoromethyl-ethyl]-phenoxy}-3-phenyl-propoxy)-phenyl]-propionic acid methyl ester). Isolated yield 79.6%. As a reaction SMILES: [CH3:1][C:2]1[CH:18]=[C:17]([C:19]([O:28][CH2:29][C:30]2[CH:35]=[CH:34][C:33]([O:36][CH3:37])=[CH:32][CH:31]=2)([C:24]([F:27])([F:26])[F:25])[C:20]([F:23])([F:22])[F:21])[CH:16]=[CH:15][C:3]=1[O:4][C@@H:5]([CH2:8][C:9]1[CH:14]=[CH:13][CH:12]=[CH:11][CH:10]=1)[CH2:6][OH:7].[CH3:38][O:39][C:40](=[O:50])[CH2:41][CH2:42][C:43]1[CH:48]=[CH:47][C:46](O)=[CH:45][CH:44]=1.C1(P(C2C=CC=CC=2)C2C=CC=CC=2)C=CC=CC=1.CCOC(/N=N/C(OCC)=O)=O.[NH4+].[Cl-]>C1COCC1>[CH3:38][O:39][C:40](=[O:50])[CH2:41][CH2:42][C:43]1[CH:44]=[CH:45][C:46]([O:7][CH2:6][C@@H:5]([O:4][C:3]2[CH:15]=[CH:16][C:17]([C:19]([O:28][CH2:29][C:30]3[CH:31]=[CH:32][C:33]([O:36][CH3:37])=[CH:34][CH:35]=3)([C:20]([F:22])([F:23])[F:21])[C:24]([F:25])([F:26])[F:27])=[CH:18][C:2]=2[CH3:1])[CH2:8][C:9]2[CH:14]=[CH:13][CH:12]=[CH:11][CH:10]=2)=[CH:47][CH:48]=1 |f:4.5|. Reported procedure: To 320 mg (0.6 mmol) of (S)-2-{2-methyl-4-[2,2,2-trifluoro-1-(4-methoxy-benzyloxy)-1-trifluoromethyl-ethyl]-phenoxy}-3-phenyl-propan-1-ol in 5 mL of THF were added 0.14 g (0.8 mmol) of 3-(4-hydroxy-phenyl)-propionic acid methyl ester and 0.2 g (0.8 mmol) of triphenylphosphine. The mixture was cooled to 0°, was treated with 0.12 mL (0.8 mmol) of DEAD and was stirred at room temperature overnight. A solution of NH4Cl was added, the phases were separated and the inorganic one was extracted with EtO... The reactants are BrC=1C=CC2=C(C1)C=1N=C(SC1CCO2)C(=O)OC (Methyl 9-bromo-4,5-dihydro-[1]benzoxepino[5,4-d]thiazole-2-carboxylate), CC1=CC(=NO1)[C@@](C)(C#C)O ((2R)-2-(5-methylisoxazol-3-yl)but-3-yn-2-ol). Solvent: O1CCOCC1 (Dioxane). Product: O[C@@](C#CC=1C=CC2=C(C1)C=1N=C(SC1CCO2)C(=O)OC)(C)C2=NOC(=C2)C (methyl 9-[(3R)-3-hydroxy-3-(5-methylisoxazol-3-yl)but-1-ynyl]-4,5-dihydro-[1]benzoxepino[5,4-d]thiazole-2-carboxylate). As a reaction SMILES: Br[C:2]1[CH:3]=[CH:4][C:5]2[O:15][CH2:14][CH2:13][C:12]3[S:11][C:10]([C:16]([O:18][CH3:19])=[O:17])=[N:9][C:8]=3[C:6]=2[CH:7]=1.[CH3:20][C:21]1[O:25][N:24]=[C:23]([C@:26]([OH:30])([C:28]#[CH:29])[CH3:27])[CH:22]=1>O1CCOCC1>[OH:30][C@:26]([C:23]1[CH:22]=[C:21]([CH3:20])[O:25][N:24]=1)([CH3:27])[C:28]#[C:29][C:2]1[CH:3]=[CH:4][C:5]2[O:15][CH2:14][CH2:13][C:12]3[S:11][C:10]([C:16]([O:18][CH3:19])=[O:17])=[N:9][C:8]=3[C:6]=2[CH:7]=1. Procedure: Methyl 9-bromo-4,5-dihydro-[1]benzoxepino[5,4-d]thiazole-2-carboxylate (0.2 g) was reacted with (2R)-2-(5-methylisoxazol-3-yl)but-3-yn-2-ol similar to as described in Procedure F but substituting CuI for ZnBr and Dioxane as the solvent to afford 70 mg of methyl 9-[(3R)-3-hydroxy-3-(5-methylisoxazol-3-yl)but-1-ynyl]-4,5-dihydro-[1]benzoxepino[5,4-d]thiazole-2-carboxylate following reverse phase hplc purification. MS (Q1) 411.2 (M)+. Methyl 9-[(3R)-3-hydroxy-3-(5-methylisoxazol-3-yl)but-1-ynyl]-4,... Yield: 70.6%. Run in C(CO)O (ethylene glycol). Reactants: ClC1=C2C(=NC=C1C=O)NC=C2 (4-Chloro-1H-pyrrolo[2,3-b]pyridine-5-carbaldehyde), C1(CCCCC1)N (cyclohexylamine), O (water). Product: C1(CCCCC1)NC1=C2C(=NC=C1C=O)NC=C2 (4-(Cyclohexylamino)-1H-pyrrolo[2,3-b]pyridine-5-carbaldehyde). RXN SMILES: Cl[C:2]1[C:7]([CH:8]=[O:9])=[CH:6][N:5]=[C:4]2[NH:10][CH:11]=[CH:12][C:3]=12.[CH:13]1([NH2:19])[CH2:18][CH2:17][CH2:16][CH2:15][CH2:14]1.O>C(O)CO>[CH:13]1([NH:19][C:2]2[C:7]([CH:8]=[O:9])=[CH:6][N:5]=[C:4]3[NH:10][CH:11]=[CH:12][C:3]=23)[CH2:18][CH2:17][CH2:16][CH2:15][CH2:14]1. Conditions: time 1 hour. Reported procedure: 4-Chloro-1H-pyrrolo[2,3-b]pyridine-5-carbaldehyde (845 mg, 4.68 mmol) and cyclohexylamine (2.5 mL, 22 mmol) in ethylene glycol (2 mL) were stirred at 170° C. for 1 hour under microwave irradiation. The reaction mixture was allowed to cool to room temperature and, after addition of water, extracted with chloroform. The organic layer was stirred with 2 M hydrochloric acid (20 mL) for 1 hour, and the organic layer was separated. The aqueous layer was adjusted to pH 9 or above with 10 M aqueous sodi... The reactants are BrC=1C=C(C=CC1)C(CC#N)O (3-(3-bromophenyl)-3-hydroxypropanenitrile), Cl (HCl). The solvent is C1CCOC1 (THF). Product: NCCC(O)C1=CC(=CC=C1)Br (3-amino-1-(3-bromophenyl)propan-1-ol). RXN SMILES: [Br:1][C:2]1[CH:3]=[C:4]([CH:8]([OH:12])[CH2:9][C:10]#[N:11])[CH:5]=[CH:6][CH:7]=1.Cl>C1COCC1>[NH2:11][CH2:10][CH2:9][CH:8]([C:4]1[CH:5]=[CH:6][CH:7]=[C:2]([Br:1])[CH:3]=1)[OH:12]. Reported procedure: To a solution of 3-(3-bromophenyl)-3-hydroxypropanenitrile (23) (117.5 g, 519.8 mmol) in anhydrous THF (300 mL) under argon borane-methylsulfide (68 mL, 675.7 mmol) was slowly added over 30 min via a dropping funnel. The reaction mixture was boiled under reflux for 2.5 hr and cooled to room temperature. HCl solution (1.25M in EtOH, 350 mL) was slowly added for 30 min and the mixture was concentrated under reduced pressure. Water (400 mL) was added and the pH of the mixture was then adjusted to 1... Reactants: Cl.C(C)OC(=O)C(CCC1=CC(=C(C=C1)OC)OC)N[C@@H](C)C(=O)N(CC(=O)O)C1CC2=CC=CC=C2C1 (N-[1-Ethoxycarbonyl-3-(3,4-dimethoxyphenyl)propyl]-L-alanyl-N-(indan-2-yl)glycine hydrochloride), [OH-].[Na+] (sodium hydroxide). The solvent is CO (methanol). Reaction conditions: time 4 hour. The product is C(=O)(O)C(CCC1=CC(=C(C=C1)OC)OC)N[C@@H](C)C(=O)N(CC(=O)O)C1CC2=CC=CC=C2C1 (N-[1-carboxy-3-(3,4-dimethoxyphenyl)propyl]-L-alanyl-N-(indan-2-yl)glycine). Yield: 6.2%. Reaction SMILES: Cl.C([O:4][C:5]([CH:7]([NH:20][C@H:21]([C:23]([N:25]([CH:30]1[CH2:38][C:37]2[C:32](=[CH:33][CH:34]=[CH:35][CH:36]=2)[CH2:31]1)[CH2:26][C:27]([OH:29])=[O:28])=[O:24])[CH3:22])[CH2:8][CH2:9][C:10]1[CH:15]=[CH:14][C:13]([O:16][CH3:17])=[C:12]([O:18][CH3:19])[CH:11]=1)=[O:6])C.[OH-].[Na+]>CO>[C:5]([CH:7]([NH:20][C@H:21]([C:23]([N:25]([CH:30]1[CH2:31][C:32]2[C:37](=[CH:36][CH:35]=[CH:34][CH:33]=2)[CH2:38]1)[CH2:26][C:27]([OH:29])=[O:28])=[O:24])[CH3:22])[CH2:8][CH2:9][C:10]1[CH:15]=[CH:14][C:13]([O:16][CH3:17])=[C:12]([O:18][CH3:19])[CH:11]=1)([OH:6])=[O:4] |f:0.1,2.3|. Procedure: N-[1-Ethoxycarbonyl-3-(3,4-dimethoxyphenyl)propyl]-L-alanyl-N-(indan-2-yl)glycine hydrochloride (1.1 g) is dissolved in 30 ml of methanol. To the solution is added 5 ml of 2N aqueous sodium hydroxide. After stirring for 4 hours, the reaction mixture is concentrated, and 30 ml of water is added. On adjusting the pH to about 5 with diluted hydrochloric acid, an oily substance separates, which is extracted with ethyl acetate. The extract is washed with water, dried and concentrated. Methanol (4 ml)... Reagents/catalysts: [I-].C(C)[N+](CC)(CC)CC (tetraethylammonium iodide). Yields the product BrC1=C2CC(C(C2=CC(=C1OCC(C)C)C(C)(C)C)=O)C (4-Bromo-5-isobutoxy-6-tert-butyl-2-methylindanone). Procedure: To a mixture of 91.9 g (335 mmol) of 5-isobutoxy-6-tert-butyl-2-methylindanone, 82.5 g (1.0 mol) of NaOAc, 1.70 g (7.0 mmol) of tetraethylammonium iodide, 500 ml of water, and 170 ml of dichloromethane 17.2 ml (335 mmol) of bromine was added by vigorous stirring for 1 h at 0° C. The resulting mixture was stirred for 1 h at this temperature, and then 41.3 g (0.5 mol) of NaOAc was added. To the obtained mixture 9.0 ml (175 mmol) of bromine was added dropwise for 0.5 h at 0° C. The formed mixture w... The solvent is O (water). The reactants are CC(=O)[O-].[Na+] (NaOAc), [O-]S(=O)[O-].[Na+].[Na+] (Na2SO3), C(C(C)C)OC=1C=C2CC(C(C2=CC1C(C)(C)C)=O)C (5-isobutoxy-6-tert-butyl-2-methylindanone), CC(=O)[O-].[Na+] (NaOAc), ClCCl (dichloromethane), BrBr (bromine), BrBr (bromine). Conditions: temperature 0 celsius, time 1 hour. Reaction SMILES: [CH2:1]([O:5][C:6]1[CH:7]=[C:8]2[C:12](=[CH:13][C:14]=1[C:15]([CH3:18])([CH3:17])[CH3:16])[C:11](=[O:19])[CH:10]([CH3:20])[CH2:9]2)[CH:2]([CH3:4])[CH3:3].CC([O-])=O.[Na+].ClCCl.[Br:29]Br.[O-]S([O-])=O.[Na+].[Na+]>[I-].C([N+](CC)(CC)CC)C.O>[Br:29][C:7]1[C:6]([O:5][CH2:1][CH:2]([CH3:4])[CH3:3])=[C:14]([C:15]([CH3:17])([CH3:16])[CH3:18])[CH:13]=[C:12]2[C:8]=1[CH2:9][CH:10]([CH3:20])[C:11]2=[O:19] |f:1.2,5.6.7,8.9|. Isolated yield 98.0%.